From a dataset of the Open Reaction Database (ORD), a public repository of structured organic reaction records. describe an organic reaction: reactants, conditions, products, and yield Starting materials: CC(C)(C)[Si](C)(C)Cl, C=CC(O)CO, c1c[nH]cn1. Product: C=CC(O)CO[Si](C)(C)C(C)(C)C. Reaction SMILES: [C:1]([CH3:2])([CH3:3])([CH3:4])[Si:5]([CH3:6])([CH3:7])[Cl:8].[CH2:14]([CH:15]([CH:16]=[CH2:17])[OH:18])[OH:19].[nH:9]1[cH:10][cH:11][n:12][cH:13]1>>[C:1]([CH3:2])([CH3:3])([CH3:4])[Si:5]([CH3:6])([CH3:7])[O:19][CH2:14][CH:15]([CH:16]=[CH2:17])[OH:18]. Reactants: [Li]CCCC (n-BuLi), CP(OC)(OC)=O (dimethyl methylphosphonate), C1(=CC=CC=C1)CC(=O)OC (Methyl phenylacetate). Solvent: C1CCOC1 (THF). Conditions: time 30 minute. Product: O=C(CP(OC)(OC)=O)CC1=CC=CC=C1 (Dimethyl 2-oxo-3-phenylpropylphosphonate). The yield is 61.9%. As a reaction SMILES: [CH3:1][P:2](=[O:7])([O:5][CH3:6])[O:3][CH3:4].[Li]CCCC.[C:13]1([CH2:19][C:20](OC)=[O:21])[CH:18]=[CH:17][CH:16]=[CH:15][CH:14]=1>C1COCC1>[O:21]=[C:20]([CH2:19][C:13]1[CH:18]=[CH:17][CH:16]=[CH:15][CH:14]=1)[CH2:1][P:2](=[O:7])([O:5][CH3:6])[O:3][CH3:4]. Procedure: To a solution of dimethyl methylphosphonate (2.16 mL, 20 mmol) in anhydrous THF (30 mL), cooled at −78° C. was added n-BuLi (1.6 M in hexane, 13.75 mL, 22 mmol). The mixture was stirred for 30 minutes at this temperature under nitrogen. Methyl phenylacetate (1.40 mL, 10 mmol) was added dropwise for 10 minutes. The mixture was stirred for 2 hours at −78° C., gradually was warm to room temperature. The mixture was quenched with addition of 1N HCl to pH 4-5. The organic layer was separated, washed ... Reactants: CC(C)(C)OC(=O)N1CCC(=O)CC1, C1CCOC1, O=C(O)Cc1ccccc1. Yields the product CC(C)(C)OC(=O)N1CCC(O)(C(C(=O)O)c2ccccc2)CC1. RXN SMILES: [C:11](=[O:12])([O:13][C:14]([CH3:15])([CH3:16])[CH3:17])[N:18]1[CH2:19][CH2:20][C:21](=[O:24])[CH2:22][CH2:23]1.[CH2:25]1[O:26][CH2:27][CH2:28][CH2:29]1.[OH:1][C:2](=[O:3])[CH2:4][c:5]1[cH:6][cH:7][cH:8][cH:9][cH:10]1>>[OH:1][C:2](=[O:3])[CH:4]([c:5]1[cH:6][cH:7][cH:8][cH:9][cH:10]1)[C:21]1([OH:24])[CH2:20][CH2:19][N:18]([C:11](=[O:12])[O:13][C:14]([CH3:15])([CH3:16])[CH3:17])[CH2:23][CH2:22]1. Yields the product C(C)(C)N([C@H]1C[C@H]([C@H](CC1)N1C([C@H](CC1)NC(OCC1=CC=CC=C1)=O)=O)CS(=O)(=O)C)C (benzyl (S)-1-((1S,2R,4R)-4-(isopropyl(methyl)amino)-2-(methylsulfonylmethyl)cyclohexyl)-2-oxopyrrolidin-3-ylcarbamate). Procedure details: tert-Butyl (1R,3R,4S)-4-((S)-3-benzyloxycarbonylamino-2-oxopyrrolidin-1-yl)-3-(methylsulfonylmethyl)cyclohexylcarbamate (714 mg) was dissolved in CH2Cl2 (15 mL) prior to the addition of trifluoroacetic acid (7 mL). After 1 h at rt, the reaction was concentrated in vacuo. This residue was dissolved in MeOH (15 mL) and charged with acetone (1.0 mL) and NaOAc (558 mg). The mixture was stirred for 5 min before being charged with NaCNBH3 (461 mg). The reaction was stirred for 2 h and then charged wit... Reactants: C(C1=CC=CC=C1)OC(=O)N[C@@H]1C(N(CC1)[C@@H]1[C@@H](C[C@@H](CC1)NC(OC(C)(C)C)=O)CS(=O)(=O)C)=O (tert-Butyl (1R,3R,4S)-4-((S)-3-benzyloxycarbonylamino-2-oxopyrrolidin-1-yl)-3-(methylsulfonylmethyl)cyclohexylcarbamate), C(Cl)Cl (CH2Cl2), FC(C(=O)O)(F)F (trifluoroacetic acid). Reaction conditions: time 1 hour. As a reaction SMILES: [CH2:1]([O:8][C:9]([NH:11][C@H:12]1[CH2:16][CH2:15][N:14]([C@H:17]2[CH2:22][CH2:21][C@@H:20]([NH:23][C:24](=O)OC(C)(C)C)[CH2:19][C@H:18]2[CH2:31][S:32]([CH3:35])(=[O:34])=[O:33])[C:13]1=[O:36])=[O:10])[C:2]1[CH:7]=[CH:6][CH:5]=[CH:4][CH:3]=1.F[C:38](F)(F)[C:39](O)=O.[CH2:44](Cl)Cl>>[CH:38]([N:23]([CH3:24])[C@@H:20]1[CH2:21][CH2:22][C@H:17]([N:14]2[CH2:15][CH2:16][C@H:12]([NH:11][C:9](=[O:10])[O:8][CH2:1][C:2]3[CH:7]=[CH:6][CH:5]=[CH:4][CH:3]=3)[C:13]2=[O:36])[C@H:18]([CH2:31][S:32]([CH3:35])(=[O:34])=[O:33])[CH2:19]1)([CH3:39])[CH3:44]. Starting materials: CC(C)(C)OC(=O)N1CCC(CNc2cc(Nc3cnc(C#N)cn3)ncc2[N+](=O)[O-])CC1, CCO, O, Cl[Sn]Cl. Yields the product CC(C)(C)OC(=O)N1CCC(CNc2cc(Nc3cnc(C#N)cn3)ncc2N)CC1. Reaction SMILES: [C:5](#[N:6])[c:7]1[n:8][cH:9][c:10]([NH:13][c:14]2[n:15][cH:16][c:17]([N+:35]([O-:36])=[O:37])[c:18]([NH:20][CH2:21][CH:22]3[CH2:23][CH2:24][N:25]([C:28](=[O:29])[O:30][C:31]([CH3:32])([CH3:33])[CH3:34])[CH2:26][CH2:27]3)[cH:19]2)[n:11][cH:12]1.[CH3:38][CH2:39][OH:40].[OH2:1].[Sn:2]([Cl:3])[Cl:4]>>[C:5](#[N:6])[c:7]1[n:8][cH:9][c:10]([NH:13][c:14]2[n:15][cH:16][c:17]([NH2:35])[c:18]([NH:20][CH2:21][CH:22]3[CH2:23][CH2:24][N:25]([C:28](=[O:29])[O:30][C:31]([CH3:32])([CH3:33])[CH3:34])[CH2:26][CH2:27]3)[cH:19]2)[n:11][cH:12]1. Reactants: CCOC(=O)C1(CN)CC1CC(C)C, Cl. Yields the product Cl, CC(C)CC1CC1(CN)C(=O)O. Reaction SMILES: [CH2:1]([CH3:2])[O:3][C:4](=[O:5])[C:6]1([CH2:13][NH2:14])[CH:7]([CH2:9][CH:10]([CH3:11])[CH3:12])[CH2:8]1.[ClH:15]>>[ClH:15].[O:3]=[C:4]([OH:5])[C:6]1([CH2:13][NH2:14])[CH:7]([CH2:9][CH:10]([CH3:11])[CH3:12])[CH2:8]1. The reactants are FC=1C=CC=C2C3(C(NC12)=O)COC1=CC2=C(OCCO2)C=C13 (7′-fluoro-2,3-dihydrospiro[furo[2,3-g][1,4]benzodioxine-8,3′-indol]-2′(1′H)-one), CC1=CC=C(C=C1)S(=O)(=O)OC[C@@H]1OCCOC1 ((R)-(1,4-dioxan-2-yl)methyl 4-methylbenzenesulfonate), N1C(C2(C3=CC=CC=C13)COC=1C2=CC2=C(OCO2)C1)=O (spiro[furo[2,3-f][1,3]benzodioxole-7,3′-indol]-2′(1′H)-one), Br.BrCC1=NC=CC=C1 (2-(bromomethyl)pyridine hydrobromide). Product: FC=1C=CC=C2C3(C(N(C12)CC1=NC=CC=C1)=O)COC=1C3=CC=3OCCOC3C1 (7′-fluoro-1′-(pyridin-2-ylmethyl)-3,7-dihydro-2H-spiro[benzofuro[5,6-b][1,4]dioxine-8,3′-indolin]-2′-one). Reaction SMILES: [F:1][C:2]1[CH:3]=[CH:4][CH:5]=[C:6]2[C:10]=1[NH:9][C:8](=[O:11])[C:7]12[C:23]2[C:14](=[CH:15][C:16]3[O:21][CH2:20][CH2:19][O:18][C:17]=3[CH:22]=2)[O:13][CH2:12]1.[NH:24]1[C:32]2[C:27](=CC=C[CH:31]=2)[C:26]2([C:36]3=[CH:37]C4OCOC=4C=C3OC2)C1=O.Br.BrCC1C=CC=CN=1.CC1C=CC(S(OC[C@H]2COCCO2)(=O)=O)=CC=1>>[F:1][C:2]1[CH:3]=[CH:4][CH:5]=[C:6]2[C:10]=1[N:9]([CH2:31][C:32]1[CH:27]=[CH:26][CH:36]=[CH:37][N:24]=1)[C:8](=[O:11])[C:7]12[C:23]2=[CH:22][C:17]3[O:18][CH2:19][CH2:20][O:21][C:16]=3[CH:15]=[C:14]2[O:13][CH2:12]1 |f:2.3|. Procedure: Following the procedure as described in EXAMPLE 8 and making non-critical variations using 7′-fluoro-2,3-dihydrospiro[furo[2,3-g][1,4]benzodioxine-8,3′-indol]-2′(1′H)-one to replace spiro[furo[2,3-f][1,3]benzodioxole-7,3′-indol]-2′(1′H)-one, and 2-(bromomethyl)pyridine hydrobromide to replace (R)-(1,4-dioxan-2-yl)methyl 4-methylbenzenesulfonate, 7′-fluoro-1′-(pyridin-2-ylmethyl)-3,7-dihydro-2H-spiro[benzofuro[5,6-b][1,4]dioxine-8,3′-indolin]-2′-one was obtained (38%) as a colorless solid: mp 205... The reactants are C1(=CC=C(C=C1)S(=O)(=O)OC[C@H](COC(C)(C)C)C)C ((S)-(+)-3-tert. butoxy-2-methyl-1-propyl p-toluenesulfonate), R-(+)-4-tert. butoxy-3-methylbutyronitrile, [C-]#N.[Na+] (sodium cyanide), C(C)O (ethanol). The solvent is ice water, O (water). Product: C(C)(C)(C)OCC[C@H](C#N)C ((R)-(+)-4-tert. Butoxy-2-methylbutyronitrile). Reaction SMILES: C1(C)C=CC(S(OC[C@@H:12]([CH3:19])[CH2:13][O:14][C:15]([CH3:18])([CH3:17])[CH3:16])(=O)=O)=CC=1.[C-:21]#[N:22].[Na+].[CH2:24](O)C>O>[C:15]([O:14][CH2:13][CH2:12][C@@H:19]([CH3:24])[C:21]#[N:22])([CH3:16])([CH3:17])[CH3:18] |f:1.2|. Procedure: A mixture of 6.4 g. (0.021 mole) of (S)-(+)-3-tert. butoxy-2-methyl-1-propyl p-toluenesulfonate and 2.09 g. (0.043 mole) of sodium cyanide in 63 ml. of ethanol and 7 ml. of water was stirred and refluxed for 11 hours. After cooling, the reaction mixture was diluted with ice-water and worked up by extraction with CH2Cl2 in the manner of Example 1. The crude product (3.7 g.) was chromatographed on 125 g. of silica gel. Elution with 4:1 parts by volume hexane-ether gave 2.98 g. (91.7%) of R-(+)-4-t...